This data is from the Open Reaction Database (ORD), a public repository of structured organic reaction records. The task is: describe an organic reaction: reactants, conditions, products, and yield The reactants are FC(CI)(F)C1=NC=CC=N1 (2-(1,1-difluoro-2-iodo-ethyl)-pyrimidine), [N-]=[N+]=[N-].[Na+] (NaN3), CS(=O)C (DMSO). Product: N(=[N+]=[N-])CC(F)(F)C1=NC=CC=N1 (2-(2-azido-1,1-difluoro-ethyl)-pyrimidine). The yield is 102.6%. Reaction SMILES: [F:1][C:2]([C:6]1[N:11]=[CH:10][CH:9]=[CH:8][N:7]=1)([F:5])[CH2:3]I.[N-:12]=[N+:13]=[N-:14].[Na+].CS(C)=O>O>[N:12]([CH2:3][C:2]([C:6]1[N:11]=[CH:10][CH:9]=[CH:8][N:7]=1)([F:5])[F:1])=[N+:13]=[N-:14] |f:1.2|. Procedure: A mixture of 2-(1,1-difluoro-2-iodo-ethyl)-pyrimidine (841 mg, 3.11 mmol), as prepared in the previous step, NaN3 (338 mg, 5.19 mmol), and DMSO (2.35 mL) was stirred at 95° C. for 3 days. The reaction was then shaken with water (10 mL) and extracted with ether (3×8 mL). The organic layers were combined, dried (Na2SO4), and concentrated to give the intermediate 2-(2-azido-1,1-difluoro-ethyl)-pyrimidine as a clear yellow oil (591 mg) that was immediately used in the next step without further purif... Run in O (water). Reaction conditions: temperature 95 celsius, time 3 day. Starting materials: C1(CC1)CN1C(=NC2=C1C=CC(=C2)S(=O)(=O)C(C(=O)OC)(C)C)CC(C)(C)C (Methyl 2-{[1-(cyclopropylmethyl)-2-(2,2-dimethylpropyl)-1H-benzimidazol-5-yl]sulfonyl}-2-methylpropanoate), [H-].[Al+3].[Li+].[H-].[H-].[H-] (lithium aluminum hydride), [F-].[K+] (potassium fluoride), O.O.O.O.O.O.O.O.O.O.S(=O)(=O)([O-])[O-].[Na+].[Na+] (sodium sulfate decahydrate). Run in O1CCCC1 (tetrahydrofuran), O1CCCC1 (tetrahydrofuran). Reaction conditions: temperature 0 celsius, time 3 hour. Yields the product C1(CC1)CN1C(=NC2=C1C=CC(=C2)S(=O)(=O)C(CO)(C)C)CC(C)(C)C (2-{[1-(Cyclopropylmethyl)-2-(2,2-dimethylpropyl)-1H-benzimidazol-5-yl]sulfonyl}-2-methylpropan-1-ol). Yield: 92.3%. RXN SMILES: [H-].[Al+3].[Li+].[H-].[H-].[H-].[CH:7]1([CH2:10][N:11]2[C:15]3[CH:16]=[CH:17][C:18]([S:20]([C:23]([CH3:29])([CH3:28])[C:24](OC)=[O:25])(=[O:22])=[O:21])=[CH:19][C:14]=3[N:13]=[C:12]2[CH2:30][C:31]([CH3:34])([CH3:33])[CH3:32])[CH2:9][CH2:8]1.[F-].[K+].O.O.O.O.O.O.O.O.O.O.S([O-])([O-])(=O)=O.[Na+].[Na+]>O1CCCC1>[CH:7]1([CH2:10][N:11]2[C:15]3[CH:16]=[CH:17][C:18]([S:20]([C:23]([CH3:28])([CH3:29])[CH2:24][OH:25])(=[O:22])=[O:21])=[CH:19][C:14]=3[N:13]=[C:12]2[CH2:30][C:31]([CH3:34])([CH3:33])[CH3:32])[CH2:8][CH2:9]1 |f:0.1.2.3.4.5,7.8,9.10.11.12.13.14.15.16.17.18.19.20.21|. Reported procedure: To a suspension of lithium aluminum hydride (46 mg, 1.22 mmol) in tetrahydrofuran (5 mL) was added a solution of methyl 2-{[1-(cyclopropylmethyl)-2-(2,2-dimethylpropyl)-1H-benzimidazol-5-yl]sulfonyl}-2-methylpropanoate (Step G, 452 mg, 1.11 mmol) in tetrahydrofuran (5 mL) at 0° C. After stirring for 3 h at 0° C., the mixture was quenched with potassium fluoride (210 mg, 3.66 mmol) and sodium sulfate decahydrate (1.57 g, 4.88 mmol) at 0° C. The resulting mixture was filtered through a pad of celi... Reactants: C(C)S (ethanethiol), [Al+3].[Cl-].[Cl-].[Cl-] (AlCl3), N1(CCCCC1)CCOC1=CC=C(C=C1)C1=NC(=CC=C1C1=CC=C(C=C1)OC)C1=CC=C(C=C1)F (2-[4-[2-(1-piperidinyl)ethoxy]phenyl]-3-(4-methoxyphenyl)-6-(4-fluorophenyl)pyridine). Run in ClCCCl (DCE), ClCCCl (DCE). Conditions: time 15 minute. Yields the product N1(CCCCC1)CCOC1=CC=C(C=C1)C1=NC(=CC=C1C1=CC=C(C=C1)O)C1=CC=C(C=C1)F (2-[4-[2-(1-Piperidinyl)ethoxy]phenyl]-3-(4-hydroxyphenyl)-6-(4-fluorophenyl)pyridine). The yield is 91.8%. As a reaction SMILES: [Al+3].[Cl-].[Cl-].[Cl-].C(S)C.[N:8]1([CH2:14][CH2:15][O:16][C:17]2[CH:22]=[CH:21][C:20]([C:23]3[C:28]([C:29]4[CH:34]=[CH:33][C:32]([O:35]C)=[CH:31][CH:30]=4)=[CH:27][CH:26]=[C:25]([C:37]4[CH:42]=[CH:41][C:40]([F:43])=[CH:39][CH:38]=4)[N:24]=3)=[CH:19][CH:18]=2)[CH2:13][CH2:12][CH2:11][CH2:10][CH2:9]1>ClCCCl>[N:8]1([CH2:14][CH2:15][O:16][C:17]2[CH:18]=[CH:19][C:20]([C:23]3[C:28]([C:29]4[CH:34]=[CH:33][C:32]([OH:35])=[CH:31][CH:30]=4)=[CH:27][CH:26]=[C:25]([C:37]4[CH:38]=[CH:39][C:40]([F:43])=[CH:41][CH:42]=4)[N:24]=3)=[CH:21][CH:22]=2)[CH2:13][CH2:12][CH2:11][CH2:10][CH2:9]1 |f:0.1.2.3|. Reported procedure: The AlCl3 (1.9 g, 14 mmol) was stirred in 50 mL of DCE at 0° C., ethanethiol (1.5 mL, 20 mmol) was added, and the mixture stirred for 15 min. The 2-[4-[2-(1-piperidinyl)ethoxy]phenyl]-3-(4-methoxyphenyl)-6-(4-fluorophenyl)pyridine (1 g, 2 mmol) in 25 mL DCE was added dropwise to the reaction mixture and stirred for 2 h as it was allowed to come to rt, then quenched with 25 mL THF at 0° C., followed by 25 mL 1N HCl and worked up. The crude product was triturated with Et2O, filtered, and dried in ...